Dataset: the Open Reaction Database (ORD), a public repository of structured organic reaction records. Task: describe an organic reaction: reactants, conditions, products, and yield Yields the product CC1COCCN1c1nc(-c2ccc(Nc3cccc(=O)[nH]3)cc2)nc2c1CCN(CC(F)(F)F)C2. As a reaction SMILES: [CH2:1]([c:2]1[cH:3][cH:4][cH:5][cH:6][cH:7]1)[O:8][c:9]1[cH:10][cH:11][cH:12][c:13]([NH:15][c:16]2[cH:17][cH:18][c:19](-[c:22]3[n:23][c:24]([N:37]4[CH:38]([CH3:43])[CH2:39][O:40][CH2:41][CH2:42]4)[c:25]4[c:26]([n:27]3)[CH2:28][N:29]([CH2:32][C:33]([F:34])([F:35])[F:36])[CH2:30][CH2:31]4)[cH:20][cH:21]2)[n:14]1.[CH2:45]([O:46][c:47]1[n:48][c:49]([NH:50][c:51]2[cH:52][cH:53][c:54](-[c:55]3[n:56][c:57]([N:58]4[CH2:59][CH2:60][O:61][CH2:62][CH:63]4[CH3:64])[c:65]4[c:70]([n:71]3)[CH2:69][NH:68][CH2:67][CH2:66]4)[cH:72][cH:73]2)[cH:74][cH:75][cH:76]1)[c:77]1[cH:78][cH:79][cH:80][cH:81][cH:82]1.[CH3:106][C:107]#[N:108].[CH3:109][CH2:110][O:111][C:112](=[O:113])[CH3:114].[CH:83]([N:84]([CH2:85][CH3:86])[CH:87]([CH3:88])[CH3:89])([CH3:90])[CH3:91].[ClH:44].[F:100][CH2:101][C:102]([F:103])([F:104])[OH:105].[S:92]([OH:93])([C:94]([F:95])([F:96])[F:97])(=[O:98])=[O:99]>>[O:8]=[c:9]1[cH:10][cH:11][cH:12][c:13]([NH:15][c:16]2[cH:17][cH:18][c:19](-[c:22]3[n:23][c:24]([N:37]4[CH:38]([CH3:43])[CH2:39][O:40][CH2:41][CH2:42]4)[c:25]4[c:26]([n:27]3)[CH2:28][N:29]([CH2:32][C:33]([F:34])([F:35])[F:36])[CH2:30][CH2:31]4)[cH:20][cH:21]2)[nH:14]1. Reactants: CC1COCCN1c1nc(-c2ccc(Nc3cccc(OCc4ccccc4)n3)cc2)nc2c1CCN(CC(F)(F)F)C2, CC1COCCN1c1nc(-c2ccc(Nc3cccc(OCc4ccccc4)n3)cc2)nc2c1CCNC2, CC#N, CCOC(C)=O, CCN(C(C)C)C(C)C, Cl, OC(F)(F)CF, O=S(=O)(O)C(F)(F)F. The reactants are COC(C1=C(C(=CC=C1)N)Cl)=O (2-Chloro-3-amino-benzoic acid methyl ester), CN(C)C=O (DMF), C([O-])([O-])=O.[K+].[K+] (Potassium carbonate), CI (methyl iodide). Solvent: O (water). Conditions: temperature 60 celsius. Product: COC(C1=C(C(=CC=C1)N(C)C)Cl)=O (2-chloro-3-dimethylamino-benzoic acid methyl ester). The yield is 75.0%. Reaction SMILES: [CH3:1][O:2][C:3](=[O:12])[C:4]1[CH:9]=[CH:8][CH:7]=C(N)[C:5]=1[Cl:11].[CH3:13][N:14]([CH:16]=O)[CH3:15].C(=O)([O-])[O-].[K+].[K+].CI>O>[CH3:1][O:2][C:3](=[O:12])[C:4]1[CH:9]=[CH:8][CH:7]=[C:16]([N:14]([CH3:13])[CH3:15])[C:5]=1[Cl:11] |f:2.3.4|. Reported procedure: 2-Chloro-3-amino-benzoic acid methyl ester (1.20 g, 6.47 mmol) was placed in a round bottomed flask with DMF (5 mL), Potassium carbonate (1.97 g, 14.2 mmol) and methyl iodide (0.89 mL, 14.22 mmol) were added. A reflux condenser was fitted and the reaction was heated to 60° C. for 12 h. The reaction was cooled to rt, diluted with water (20 mL) and extracted with ethyl acetate (3×20 mL). The organics were dried (MgSO4), concentrated, then purified by column chromatography using hexanes/ethyl aceta... Reactants: COc1cccc(CC2=CC(OC(C)=O)CC2=O)c1, C1CCOC1, Cl. The product is COc1cccc(CC2=CC(O)CC2=O)c1. Reaction SMILES: [C:1](=[O:2])([CH3:3])[O:4][CH:5]1[CH:6]=[C:7]([CH2:11][c:12]2[cH:13][c:14]([O:18][CH3:19])[cH:15][cH:16][cH:17]2)[C:8](=[O:10])[CH2:9]1.[CH2:21]1[O:22][CH2:23][CH2:24][CH2:25]1.[ClH:20]>>[OH:4][CH:5]1[CH:6]=[C:7]([CH2:11][c:12]2[cH:13][c:14]([O:18][CH3:19])[cH:15][cH:16][cH:17]2)[C:8](=[O:10])[CH2:9]1. The reactants are OC1=CC2=C(C(C(O2)=CC2=CC=3OCOC3C=C2)=O)C=C1 (6-hydroxy-2-piperonylidene-3(2H)-benzofuranone), C([O-])([O-])=O.[K+].[K+] (potassium carbonate), CN(C=O)C (dimethylformamide), butane 1-iodide. The solvent is C(C)(=O)OCC (ethyl acetate). The product is C(CCC)OC1=CC2=C(C(C(O2)=CC2=CC=3OCOC3C=C2)=O)C=C1 (6-butoxy-2-piperonylidene-3(2H)-benzofuranone). The yield is 140.1%. RXN SMILES: [OH:1][C:2]1[CH:21]=[CH:20][C:5]2[C:6](=[O:19])[C:7](=[CH:9][C:10]3[CH:18]=[CH:17][C:16]4[O:15][CH2:14][O:13][C:12]=4[CH:11]=3)[O:8][C:4]=2[CH:3]=1.C(=O)([O-])[O-].[K+].[K+].CN(C)C=O>C(OCC)(=O)C>[CH2:21]([O:1][C:2]1[CH:21]=[CH:20][C:5]2[C:6](=[O:19])[C:7](=[CH:9][C:10]3[CH:18]=[CH:17][C:16]4[O:15][CH2:14][O:13][C:12]=4[CH:11]=3)[O:8][C:4]=2[CH:3]=1)[CH2:2][CH2:3][CH3:4] |f:1.2.3|. Procedure: After 6-hydroxy-2-piperonylidene-3(2H)-benzofuranone 1 g and potassium carbonate 1.95 g were added to dimethylformamide 10 ml, butane 1-iodide 0.70 ml was added, and the mixture was reacted at a temperature of 100° C. for two hours. After the solution was cooled to room temperature, ethyl acetate 200 ml was added. The ethyl acetate solution was washed with water 100 ml twice and a saturated sodium chloride solution 50 ml twice. The ethyl acetate solution was dehydrated with anhydrous magnesium s... Reactants: O(C1=CC=CC=C1)C1=C(C#N)C(=CC=C1)N1CCCCC1 (2-phenoxy-6-(piperidin-1-yl)benzonitrile), [NH4+].[OH-] (NH4OH). Reagents/catalysts: [Ni] (Raney Nickel). Run in CO (MeOH). Run at time 2 hour. Product: O(C1=CC=CC=C1)C1=C(C(=CC=C1)N1CCCCC1)CN ((2-Phenoxy-6-(piperidin-1-yl)phenyl)methanamine). As a reaction SMILES: [O:1]([C:8]1[CH:15]=[CH:14][CH:13]=[C:12]([N:16]2[CH2:21][CH2:20][CH2:19][CH2:18][CH2:17]2)[C:9]=1[C:10]#[N:11])[C:2]1[CH:7]=[CH:6][CH:5]=[CH:4][CH:3]=1.[NH4+].[OH-]>CO.[Ni]>[O:1]([C:8]1[CH:15]=[CH:14][CH:13]=[C:12]([N:16]2[CH2:21][CH2:20][CH2:19][CH2:18][CH2:17]2)[C:9]=1[CH2:10][NH2:11])[C:2]1[CH:3]=[CH:4][CH:5]=[CH:6][CH:7]=1 |f:1.2|. Procedure: To 2-phenoxy-6-(piperidin-1-yl)benzonitrile (250 mg, 0.9 mmol) from Step 1 in 20 mL of MeOH was added Raney Nickel (5%) and NH4OH (2 mL). The reaction was stirred under 1 atm of H2 at RT for 2 h. The solid was filtered away and the filtrate was concentrated in vacuo to provide the title compound as a viscous oil.